This data is from the Open Reaction Database (ORD), a public repository of structured organic reaction records. The task is: describe an organic reaction: reactants, conditions, products, and yield Reactants: C1CCOC1, CNCC(C)(CC=C(C)C)c1ccccc1, CCOC(C)=O, CCN(C(C)C)C(C)C, O=S(=O)(Cl)c1ccccc1. Product: CC(C)=CCC(C)(CN(C)S(=O)(=O)c1ccccc1)c1ccccc1. Reaction SMILES: [CH2:36]1[O:37][CH2:38][CH2:39][CH2:40]1.[CH3:11][NH:12][CH2:13][C:14]([CH2:15][CH:16]=[C:17]([CH3:18])[CH3:19])([c:20]1[cH:21][cH:22][cH:23][cH:24][cH:25]1)[CH3:26].[CH3:41][CH2:42][O:43][C:44](=[O:45])[CH3:46].[CH:27]([N:28]([CH2:29][CH3:30])[CH:31]([CH3:32])[CH3:33])([CH3:34])[CH3:35].[c:1]1([S:7](=[O:8])(=[O:9])[Cl:10])[cH:2][cH:3][cH:4][cH:5][cH:6]1>>[c:1]1([S:7](=[O:8])(=[O:9])[N:12]([CH3:11])[CH2:13][C:14]([CH2:15][CH:16]=[C:17]([CH3:18])[CH3:19])([c:20]2[cH:21][cH:22][cH:23][cH:24][cH:25]2)[CH3:26])[cH:2][cH:3][cH:4][cH:5][cH:6]1.